This data is from the Open Reaction Database (ORD), a public repository of structured organic reaction records. The task is: describe an organic reaction: reactants, conditions, products, and yield Reactants: B1C2CCCC1CCC2 (9-BBN), C1CCOC1 (THF), CC(C)(C=C)O (2-methyl-3-buten-2-ol), C(=O)([O-])[O-].[Cs+].[Cs+] (Cs2CO3), [As](C1=CC=CC=C1)(C1=CC=CC=C1)C1=CC=CC=C1 (Ph3As), BrC=1C=C2C=3C=C(C=CC3C3=C(NC(=N3)C3=C(C#N)C=CC=C3C#N)C2=CC1)Cl (2-(9-bromo-6-chloro-1H-phenanthro[9,10-d]imidazol-2-yl)isophthalonitrile). Reagents/catalysts: C1=CC=C(C=C1)P([C-]2C=CC=C2)C3=CC=CC=C3.C1=CC=C(C=C1)P([C-]2C=CC=C2)C3=CC=CC=C3.Cl[Pd]Cl.[Fe+2] (PdCl2(dppf)). The solvent is [Cl-].[Na+].O (brine), O (H2O), CN(C)C=O (DMF). Run at time 8 hour. The product is ClC=1C=C2C=3C=C(C=CC3C3=C(NC(=N3)C3=C(C#N)C=CC=C3C#N)C2=CC1)CCC(C)(C)O (2-[9-chloro-6-(3-hydroxy-3-methylbutyl)-1H-phenanthro[9,10-d]imidazol-2-yl)isophthalonitrile). Reaction SMILES: B1C2CCCC1CCC2.C1COCC1.[CH3:15][C:16]([OH:20])([CH:18]=[CH2:19])[CH3:17].C([O-])([O-])=O.[Cs+].[Cs+].[As](C1C=CC=CC=1)(C1C=CC=CC=1)C1C=CC=CC=1.Br[C:47]1[CH:48]=[C:49]2[C:71](=[CH:72][CH:73]=1)[C:57]1[NH:58][C:59]([C:61]3[C:68]([C:69]#[N:70])=[CH:67][CH:66]=[CH:65][C:62]=3[C:63]#[N:64])=[N:60][C:56]=1[C:55]1[CH:54]=[CH:53][C:52]([Cl:74])=[CH:51][C:50]2=1>[Cl-].[Na+].O.C1C=CC(P(C2C=CC=CC=2)[C-]2C=CC=C2)=CC=1.C1C=CC(P(C2C=CC=CC=2)[C-]2C=CC=C2)=CC=1.Cl[Pd]Cl.[Fe+2].O.CN(C=O)C>[Cl:74][C:52]1[CH:51]=[C:50]2[C:55](=[CH:54][CH:53]=1)[C:56]1[NH:60][C:59]([C:61]3[C:68]([C:69]#[N:70])=[CH:67][CH:66]=[CH:65][C:62]=3[C:63]#[N:64])=[N:58][C:57]=1[C:71]1[CH:72]=[CH:73][C:47]([CH2:19][CH2:18][C:16]([OH:20])([CH3:17])[CH3:15])=[CH:48][C:49]2=1 |f:3.4.5,8.9.10,11.12.13.14|. Procedure details: To a solution of 9-BBN in THF (24 ml, 12 mmol, 0.5 M) was added 2-methyl-3-buten-2-ol (345 mg, 4.0 mmol) and the resulting solution was stirred under N2 at rt for overnight. In a second flask charged with PdCl2(dppf) (324 mg, 0.40 mmol), Cs2CO3 (2.4 g, 8.0 mmol) and Ph3As (124 mg, 0.4 mmol) was added 2-(6-bromo-9-chloro-1H-phenanthro[9,10-d]imidazol-2-yl)isophthalonitrile from Example 36, DMF (24 ml) and H2O (0.88 ml) and the mixture was stirred under N2 for 5 minutes. The hydroboration mixture ... The reactants are B, C1CCOC1, C1CCOC1, CCCCCCC, CCOCC, CC(C)[N-]C(C)C, Cl, [Li+], N, CC(Cc1ccc2nsnc2c1)C(=O)N(C)C(C)C(O)c1ccccc1. Yields the product CC(CO)Cc1ccc2nsnc2c1. RXN SMILES: [BH3:26].[CH2:55]1[O:56][CH2:57][CH2:58][CH2:59]1.[CH2:9]1[O:10][CH2:11][CH2:12][CH2:13]1.[CH3:14][CH2:15][CH2:16][CH2:17][CH2:18][CH2:19][CH3:20].[CH3:21][CH2:22][O:23][CH2:24][CH3:25].[CH3:2][CH:3]([N-:4][CH:5]([CH3:6])[CH3:7])[CH3:8].[ClH:54].[Li+:1].[NH3:27].[n:28]1[c:29]2[c:30]([n:31][s:32]1)[cH:33][c:34]([CH2:37][CH:38]([C:39](=[O:40])[N:41]([CH:42]([CH3:43])[CH:44]([OH:45])[c:46]1[cH:47][cH:48][cH:49][cH:50][cH:51]1)[CH3:52])[CH3:53])[cH:35][cH:36]2>>[n:28]1[c:29]2[c:30]([n:31][s:32]1)[cH:33][c:34]([CH2:37][CH:38]([CH2:39][OH:40])[CH3:53])[cH:35][cH:36]2. The product is O=S1(=O)c2ccc(F)cc2Oc2cc(OCC(F)(F)F)ccc21. Reactants: CN(C)C=O, O=S1(=O)c2ccc(O)cc2Oc2cc(F)ccc21, [H-], FC(F)(F)CI, [Na+]. RXN SMILES: [CH3:27][N:28]([CH3:29])[CH:30]=[O:31].[F:1][c:2]1[cH:3][cH:4][c:5]2[c:14]([cH:15]1)[O:13][c:12]1[c:7]([cH:8][cH:9][c:10]([OH:16])[cH:11]1)[S:6]2(=[O:17])=[O:18].[H-:19].[I:21][CH2:22][C:23]([F:24])([F:25])[F:26].[Na+:20]>>[F:1][c:2]1[cH:3][cH:4][c:5]2[c:14]([cH:15]1)[O:13][c:12]1[c:7]([cH:8][cH:9][c:10]([O:16][CH2:22][C:23]([F:24])([F:25])[F:26])[cH:11]1)[S:6]2(=[O:17])=[O:18].